This data is from the Open Reaction Database (ORD), a public repository of structured organic reaction records. The task is: describe an organic reaction: reactants, conditions, products, and yield Starting materials: CCC(C)(C)c1ccc(Br)cc1, [Li]CCCC, O=Cc1ccc(C2CC2)cc1, CN(C)C=O. Product: CCC(C)(C)c1ccc(C=O)cc1. Reaction SMILES: [Br:12][c:13]1[cH:14][cH:15][c:16]([C:19]([CH2:20][CH3:21])([CH3:22])[CH3:23])[cH:17][cH:18]1.[CH3:24][CH2:25][CH2:26][CH2:27][Li:28].[CH:1]1([c:2]2[cH:3][cH:4][c:5]([CH:8]=[O:9])[cH:6][cH:7]2)[CH2:10][CH2:11]1.[O:29]=[CH:30][N:31]([CH3:32])[CH3:33]>>[CH:8](=[O:9])[c:13]1[cH:14][cH:15][c:16]([C:19]([CH2:20][CH3:21])([CH3:22])[CH3:23])[cH:17][cH:18]1. The product is CS(=O)c1ccccc1C(=O)NC1(C(=O)O)Cc2ccccc2C1. Reaction SMILES: [CH2:1]([CH3:2])[O:3][C:4](=[O:5])[C:6]1([NH:15][C:16]([c:17]2[c:18]([S:23](=[O:24])[CH3:25])[cH:19][cH:20][cH:21][cH:22]2)=[O:26])[CH2:7][c:8]2[cH:9][cH:10][cH:11][cH:12][c:13]2[CH2:14]1.[CH2:27]1[O:28][CH2:29][CH2:30][O:31][CH2:32]1.[CH3:33][OH:34].[Li+:36].[OH-:35].[OH2:37]>>[O:3]=[C:4]([OH:5])[C:6]1([NH:15][C:16]([c:17]2[c:18]([S:23](=[O:24])[CH3:25])[cH:19][cH:20][cH:21][cH:22]2)=[O:26])[CH2:7][c:8]2[cH:9][cH:10][cH:11][cH:12][c:13]2[CH2:14]1. Reactants: CCOC(=O)C1(NC(=O)c2ccccc2S(C)=O)Cc2ccccc2C1, C1COCCO1, CO, [Li+], [OH-], O. The reactants are ClCCl, COC(=O)c1ccc(N)nc1, CN(C)C=O, CCN(C(C)C)C(C)C, O=C(Cl)C(=O)Cl, O=C(O)C(CC1CCCC1)c1cccc(Cl)c1. Yields the product COC(=O)c1ccc(NC(=O)C(CC2CCCC2)c2cccc(Cl)c2)nc1. As a reaction SMILES: [CH2:44]([Cl:45])[Cl:46].[CH3:24][O:25][C:26]([c:27]1[cH:28][n:29][c:30]([NH2:33])[cH:31][cH:32]1)=[O:34].[CH3:47][N:48]([CH3:49])[CH:50]=[O:51].[CH:35]([N:36]([CH2:37][CH3:38])[CH:39]([CH3:40])[CH3:41])([CH3:42])[CH3:43].[Cl:18][C:19]([C:20]([Cl:21])=[O:22])=[O:23].[Cl:1][c:2]1[cH:3][c:4]([CH:8]([C:9](=[O:10])[OH:11])[CH2:12][CH:13]2[CH2:14][CH2:15][CH2:16][CH2:17]2)[cH:5][cH:6][cH:7]1>>[Cl:1][c:2]1[cH:3][c:4]([CH:8]([C:9](=[O:11])[NH:33][c:30]2[n:29][cH:28][c:27]([C:26]([O:25][CH3:24])=[O:34])[cH:32][cH:31]2)[CH2:12][CH:13]2[CH2:14][CH2:15][CH2:16][CH2:17]2)[cH:5][cH:6][cH:7]1. The reactants are O=C1CCC(=O)N1Br, O=C(OOC(=O)c1ccccc1)c1ccccc1, ClC(Cl)(Cl)Cl, CCc1cccc2c(-c3ccccc3)onc12. Product: CC(Br)c1cccc2c(-c3ccccc3)onc12. Reaction SMILES: [Br:18][N:19]1[C:20](=[O:21])[CH2:22][CH2:23][C:24]1=[O:25].[C:26]([O:27][O:28][C:29](=[O:30])[c:31]1[cH:32][cH:33][cH:34][cH:35][cH:36]1)(=[O:37])[c:38]1[cH:39][cH:40][cH:41][cH:42][cH:43]1.[C:44]([Cl:45])([Cl:46])([Cl:47])[Cl:48].[CH2:1]([CH3:2])[c:3]1[cH:4][cH:5][cH:6][c:7]2[c:8](-[c:12]3[cH:13][cH:14][cH:15][cH:16][cH:17]3)[o:9][n:10][c:11]12>>[CH:1]([CH3:2])([c:3]1[cH:4][cH:5][cH:6][c:7]2[c:8](-[c:12]3[cH:13][cH:14][cH:15][cH:16][cH:17]3)[o:9][n:10][c:11]12)[Br:18]. Solvent: ClCCl (dichloromethane). RXN SMILES: [CH:1]1([NH:5][C:6]([C:8]2[CH:9]=[C:10]([CH:25]=[CH:26][CH:27]=2)[CH2:11][N:12]2[CH2:17][CH2:16][N:15](C(OC(C)(C)C)=O)[CH2:14][CH2:13]2)=[O:7])[CH2:4][CH2:3][CH2:2]1.FC(F)(F)C(O)=O>ClCCl>[CH:1]1([NH:5][C:6](=[O:7])[C:8]2[CH:27]=[CH:26][CH:25]=[C:10]([CH2:11][N:12]3[CH2:13][CH2:14][NH:15][CH2:16][CH2:17]3)[CH:9]=2)[CH2:2][CH2:3][CH2:4]1. Run at time 24 hour. Procedure: To a stirred solution of tert-butyl 4-(3-(cyclobutylcarbamoyl)benzyl)piperazine-1-carboxylate (8.84 mmol, 3.3 g) in dichloromethane (10 mL) was added trifluoroacetic acid (5 ml). The reaction mixture was stirred for 24 hours then concentrated under reduced pressure. Purification by strong cation exchange column chromatography gave the title compound (2.4 g). MS (ESI) m/z 274.5 [M+H]+ Product: C1(CCC1)NC(C1=CC(=CC=C1)CN1CCNCC1)=O (N-Cyclobutyl-3-(piperazin-1-ylmethyl)benzamide). The yield is 99.3%. Starting materials: C1(CCC1)NC(=O)C=1C=C(CN2CCN(CC2)C(=O)OC(C)(C)C)C=CC1 (tert-butyl 4-(3-(cyclobutylcarbamoyl)benzyl)piperazine-1-carboxylate), FC(C(=O)O)(F)F (trifluoroacetic acid).